This data is from the Open Reaction Database (ORD), a public repository of structured organic reaction records. The task is: describe an organic reaction: reactants, conditions, products, and yield Starting materials: CCO, O=C(c1ccc(Cl)cc1)c1cccc(CBr)c1, [N-]=[N+]=[N-], [Na+]. The product is [N-]=[N+]=NCc1cccc(C(=O)c2ccc(Cl)cc2)c1. As a reaction SMILES: [CH3:22][CH2:23][OH:24].[Cl:1][c:2]1[cH:3][cH:4][c:5]([C:6](=[O:7])[c:8]2[cH:9][c:10]([CH2:11][Br:12])[cH:13][cH:14][cH:15]2)[cH:16][cH:17]1.[N-:19]=[N+:20]=[N-:21].[Na+:18]>>[Cl:1][c:2]1[cH:3][cH:4][c:5]([C:6](=[O:7])[c:8]2[cH:9][c:10]([CH2:11][N:19]=[N+:20]=[N-:21])[cH:13][cH:14][cH:15]2)[cH:16][cH:17]1. Reactants: CCOC(=O)c1ccc(Sc2ccccc2)c([N+](=O)[O-])c1, Cc1ccc2c(Cl)ccnc2n1. The product is CCOC(=O)c1ccc(Sc2ccccc2)c(Nc2ccnc3nc(C)ccc23)c1. RXN SMILES: [CH2:13]([CH3:14])[O:15][C:16]([c:17]1[cH:18][c:19]([N+:30]([O-:31])=[O:32])[c:20]([S:23][c:24]2[cH:25][cH:26][cH:27][cH:28][cH:29]2)[cH:21][cH:22]1)=[O:33].[Cl:1][c:2]1[c:3]2[cH:4][cH:5][c:6]([CH3:12])[n:7][c:8]2[n:9][cH:10][cH:11]1>>[c:2]1([NH:30][c:19]2[cH:18][c:17]([C:16]([O:15][CH2:13][CH3:14])=[O:33])[cH:22][cH:21][c:20]2[S:23][c:24]2[cH:25][cH:26][cH:27][cH:28][cH:29]2)[c:3]2[cH:4][cH:5][c:6]([CH3:12])[n:7][c:8]2[n:9][cH:10][cH:11]1.